From a dataset of the Open Reaction Database (ORD), a public repository of structured organic reaction records. describe an organic reaction: reactants, conditions, products, and yield Product: C=COCCONC(=O)c1sc2ccncc2c1Nc1ccc(SC)cc1F. RXN SMILES: [CH:29](=[CH2:30])[O:31][CH2:32][CH2:33][O:34][NH2:35].[CH:36]([N:37]([CH2:38][CH3:39])[CH:40]([CH3:41])[CH3:42])([CH3:43])[CH3:44].[Cl:23][C:24]([C:25]([Cl:26])=[O:27])=[O:28].[Cl:45][CH2:46][Cl:47].[F:1][c:2]1[c:3]([NH:10][c:11]2[c:12]([C:20](=[O:21])[OH:22])[s:13][c:14]3[c:15]2[cH:16][n:17][cH:18][cH:19]3)[cH:4][cH:5][c:6]([S:8][CH3:9])[cH:7]1.[O:48]=[CH:49][N:50]([CH3:51])[CH3:52]>>[F:1][c:2]1[c:3]([NH:10][c:11]2[c:12]([C:20](=[O:21])[NH:35][O:34][CH2:33][CH2:32][O:31][CH:29]=[CH2:30])[s:13][c:14]3[c:15]2[cH:16][n:17][cH:18][cH:19]3)[cH:4][cH:5][c:6]([S:8][CH3:9])[cH:7]1. Starting materials: C=COCCON, CCN(C(C)C)C(C)C, O=C(Cl)C(=O)Cl, ClCCl, CSc1ccc(Nc2c(C(=O)O)sc3ccncc23)c(F)c1, CN(C)C=O.